This data is from the Open Reaction Database (ORD), a public repository of structured organic reaction records. The task is: describe an organic reaction: reactants, conditions, products, and yield Starting materials: ClC=1C=C(CN(C(C=C2OC(OC2=O)(C)C)=O)OC)C=CC1Cl (N-(3,4-dichlorobenzyl)-2-(2,2-dimethyl-5-oxo-[1,3]-dioxolan-4-ylidene)-N-methoxy-acetamide), C=O.NCCN1CCOCC1 (paraformaldehyde N-(2-aminoethyl)morpholine), compound 13. The solvent is CO (methanol). Yields the product ClC=1C=C(CN(C(=O)C=2CN(C(C2O)=O)CCN2CCOCC2)OC)C=CC1Cl (4-Hydroxy-1-(2-morpholin-4-yl-ethyl)-5-oxo-2,5-dihydro-1H-pyrrole-3-carboxylic acid (3,4-dichlorobenzyl)-methoxy-amide). Isolated yield 28.0%. Reaction SMILES: [Cl:1][C:2]1[CH:3]=[C:4]([CH:20]=[CH:21][C:22]=1[Cl:23])[CH2:5][N:6]([O:18][CH3:19])[C:7](=[O:17])[CH:8]=[C:9]1[C:13](=[O:14])OC(C)(C)[O:10]1.[CH2:24]=O.[NH2:26][CH2:27][CH2:28][N:29]1[CH2:34][CH2:33][O:32][CH2:31][CH2:30]1>CO>[Cl:1][C:2]1[CH:3]=[C:4]([CH:20]=[CH:21][C:22]=1[Cl:23])[CH2:5][N:6]([O:18][CH3:19])[C:7]([C:8]1[CH2:24][N:26]([CH2:27][CH2:28][N:29]2[CH2:34][CH2:33][O:32][CH2:31][CH2:30]2)[C:13](=[O:14])[C:9]=1[OH:10])=[O:17] |f:1.2|. Procedure: Reaction of N-(3,4-dichlorobenzyl)-2-(2,2-dimethyl-5-oxo-[1,3]-dioxolan-4-ylidene)-N-methoxy-acetamide (0.20 g, 0.56 mmol) with the paraformaldehyde-N-(2-aminoethyl)morpholine adduct in methanol using a procedure similar to the one described in the preparation of compound 13 gave 0.071 g (28% yield) of the title compound as a solid after chromatography on reversed phase silica gel. 1HNMR 400 MHz (DMSO-d6) δ (ppm); 2.39 (4H, broad, 2×NCH2), 2.47 (2H, t, J=6.3 Hz, NCH2), 3.49 (2H, t, J=6.3 Hz, NCH...